From a dataset of the Open Reaction Database (ORD), a public repository of structured organic reaction records. describe an organic reaction: reactants, conditions, products, and yield Conditions: time 30 minute. Run in CCCCCC (hexane), O1CCCC1 (tetrahydrofuran), O1CCCC1 (tetrahydrofuran). RXN SMILES: C(NC(C)C)(C)C.C([Li])CCC.[CH3:13][N:14]([CH3:30])[CH:15]=[C:16]([C:20]1[CH:25]=[CH:24][CH:23]=[C:22]([C:26]([F:29])([F:28])[F:27])[CH:21]=1)[C:17](=[O:19])[CH3:18].[C:31](Cl)(=[O:36])[C:32]([CH3:35])([CH3:34])[CH3:33]>CCCCCC.O1CCCC1>[CH3:33][C:32]([CH3:35])([CH3:34])[C:31](=[O:36])[CH2:18][C:17](=[O:19])[C:16]([C:20]1[CH:25]=[CH:24][CH:23]=[C:22]([C:26]([F:28])([F:27])[F:29])[CH:21]=1)=[CH:15][N:14]([CH3:13])[CH3:30]. Procedure details: A 3.9 g. portion of diisopropylamine was dissolved in 200 ml. of dry tetrahydrofuran, and to the solution was added 16 ml. of 2.4-molar butyllithium solution in hexane. The mixture was stirred for 30 minutes and chilled to about -70°. To the mixture was added 10 g. of 1-dimethylamino-2-(3-trifluoromethylphenyl)-1-butene-3-one suspended in 50 ml. of tetrahydrofuran. The temperature rose to about -60°, and the mixture was stirred for 50 minutes and chilled. To the mixture was then added over a per... Reactants: C(C)(C)NC(C)C (diisopropylamine), C(C(C)(C)C)(=O)Cl (pivaloyl chloride), C(CCC)[Li] (butyllithium), CN(C=C(C(C)=O)C1=CC(=CC=C1)C(F)(F)F)C (1-dimethylamino-2-(3-trifluoromethylphenyl)-1-butene-3-one). The product is CC(C(CC(C(=CN(C)C)C1=CC(=CC=C1)C(F)(F)F)=O)=O)(C)C (6,6-Dimethyl-1-dimethylamino-2-(3-trifluoromethylphenyl)-1-heptene-3,5-dione). The reactants are C(CCC\C=C/CC=CCC=CCC=CCCCCC)(=O)N[C@@H](COP(=O)(O)O)C(=O)O (N-(cis-5,8,11,14-eicosatetraenoyl)-O-phospho-L-serine), C(CCC\C=C/CC=CCC=CCC=CCC=CCC)(=O)O (cis-5,8,11,14,17-eicosapentaenoic acid). Yields the product C(CCC\C=C/CC=CCC=CCC=CCC=CCC)(=O)N[C@@H](COP(=O)(O)O)C(=O)O (N-(cis-5,8,11,14,17-eicosapentaenoyl)-O-phospho-L-serine). RXN SMILES: [C:1]([NH:22][C@H:23]([C:30]([OH:32])=[O:31])[CH2:24][O:25][P:26]([OH:29])([OH:28])=[O:27])(=[O:21])[CH2:2][CH2:3][CH2:4]/[CH:5]=[CH:6]\[CH2:7][CH:8]=[CH:9][CH2:10][CH:11]=[CH:12][CH2:13][CH:14]=[CH:15][CH2:16][CH2:17][CH2:18][CH2:19][CH3:20].C(O)(=O)CCC/C=C\CC=CCC=CCC=CCC=CCC>>[C:1]([NH:22][C@H:23]([C:30]([OH:32])=[O:31])[CH2:24][O:25][P:26]([OH:29])([OH:28])=[O:27])(=[O:21])[CH2:2][CH2:3][CH2:4]/[CH:5]=[CH:6]\[CH2:7][CH:8]=[CH:9][CH2:10][CH:11]=[CH:12][CH2:13][CH:14]=[CH:15][CH2:16][CH:17]=[CH:18][CH2:19][CH3:20]. Reported procedure: This compound was prepared as described above for (6) using 0.5 mmol (151 mg) of cis-5,8,11,14,17-eicosapentaenoic acid; yield 84 mg, (36%); Rf 0.05-0.10 (system B); 1H-NMR (CD3SOCD3, 200 MHz) δ0.9-1.0 (t, 3H, ω-CH3); 1.5-1.6 (t, 2H, CH2); 2.0-2.2 (m, 6H, CH2CO and 2 CH2CH═CH); 2.7-2.9 (br s, 8H, 4HC═CH—CH2—CH═CH); 3.9-4.0 (br s, 2H, CH2OP); 4.3-4.4 (m, 1H, NH CHCO); 5.2-5.4 (br s, 10H, 5 HC═CH); 8.2-8.4 (m, 3H, NH and 2POH) RXN SMILES: [Br:1][c:2]1[c:3]([CH3:8])[cH:4][cH:5][cH:6][cH:7]1.[CH2:19]1[O:20][CH2:21][CH2:22][CH2:23]1.[CH2:9]([Li:10])[CH2:11][CH2:12][CH3:13].[CH3:24][CH2:25][CH2:26][CH2:27][CH2:28][CH3:29].[Cl:14][Si:15]([CH3:16])([CH3:17])[CH3:18]>>[c:2]1([Si:15]([CH3:16])([CH3:17])[CH3:18])[c:3]([CH3:8])[cH:4][cH:5][cH:6][cH:7]1. Product: Cc1ccccc1[Si](C)(C)C. The reactants are Cc1ccccc1Br, C1CCOC1, [Li]CCCC, CCCCCC, C[Si](C)(C)Cl. The reactants are C(=O)=O.C(C)#N (dry ice acetonitrile), C(C1=CC=CC=C1)N1[C@H](CN(CC1)C1(CCN(CC1)C(=O)OC(C)(C)C)C#N)C (tert-butyl 4-[(3S)-4-benzyl-3-methylpiperazin-1-yl]-4-cyanopiperidine-1-carboxylate), C(=O)=O.C(C)#N (dry ice acetonitrile), C[Mg]Br (Methylmagnesium bromide), C(C)(=O)OCC (ethyl acetate). The solvent is CO (methanol), O (water), O1CCCC1 (tetrahydrofuran). Reaction conditions: time 8 hour. Product: C(C1=CC=CC=C1)N1[C@H](CN(CC1)C1(CCN(CC1)C(=O)OC(C)(C)C)C)CC (t-Butyl 4-[(3S)-4-Benzyl-3-ethylpiperazin-1-yl]-4-methylpiperidine-1-carboxylate). Yield: 92.6%. As a reaction SMILES: [CH2:1]([N:8]1[CH2:13][CH2:12][N:11]([C:14]2([C:27]#N)[CH2:19][CH2:18][N:17]([C:20]([O:22][C:23]([CH3:26])([CH3:25])[CH3:24])=[O:21])[CH2:16][CH2:15]2)[CH2:10][C@@H:9]1[CH3:29])[C:2]1[CH:7]=[CH:6][CH:5]=[CH:4][CH:3]=1.[C:30](=O)=O.C(#N)C.C[Mg]Br.C(OCC)(=O)C>O1CCCC1.CO.O>[CH2:1]([N:8]1[CH2:13][CH2:12][N:11]([C:14]2([CH3:27])[CH2:15][CH2:16][N:17]([C:20]([O:22][C:23]([CH3:25])([CH3:24])[CH3:26])=[O:21])[CH2:18][CH2:19]2)[CH2:10][C@@H:9]1[CH2:29][CH3:30])[C:2]1[CH:7]=[CH:6][CH:5]=[CH:4][CH:3]=1 |f:1.2|. Reported procedure: A solution of tert-butyl 4-[(3S)-4-benzyl-3-methylpiperazin-1-yl]-4-cyanopiperidine-1-carboxylate (242 g, 0.605 mol) in tetrahydrofuran (1.5 L) in a 5 L flask was cooled down to −40° C. using dry ice/acetonitrile. Methylmagnesium bromide (3.0 M in tetrahydrofuran, 800 mL) was slowly added. After the addition, the reaction mixture was slowly warmed up to room temperature and stirred overnight. After cooling down to −40° C. using dry ice/acetonitrile, celite (200 g), and then ethyl acetate (500 mL... Starting materials: [N+]=1(C(=CC=CC1)C)[O-] (2-picoline-1-oxide), C(C)(C)(C)[O-].[K+] (potassium tert.-butanolate), FC=1C=C(C=O)C=CC1 (3-fluoro-benzaldehyde). As a reaction SMILES: [N+:1]1([O-:8])[C:2]([CH3:7])=[CH:3][CH:4]=[CH:5][CH:6]=1.C([O-])(C)(C)C.[K+].[F:15][C:16]1[CH:17]=[C:18]([CH:21]=[CH:22][CH:23]=1)[CH:19]=O>>[F:15][C:16]1[CH:17]=[C:18]([CH:19]=[CH:7][C:2]2[CH:3]=[CH:4][CH:5]=[CH:6][N+:1]=2[O-:8])[CH:21]=[CH:22][CH:23]=1 |f:1.2|. Reported procedure: Following, the general method described in example 2a, 2-picoline-1-oxide was reacted with potassium tert.-butanolate and 3-fluoro-benzaldehyde. After extraction and chromatography the title compound was obtained as a yellow solid material. MS: m/e=215 (M+). Product: FC=1C=C(C=CC1)C=CC1=[N+](C=CC=C1)[O-] (2-[2-(3-Fluoro-phenyl)-vinyl]-pyridine 1-oxide). The reactants are C([O-])([O-])=O.[NH4+].[NH4+] (ammonium carbonate), [C-]#N.[K+] (potassium cyanide), C(C1=CC=CC=C1)OC1CCC(CC1)=O (4-Benzyloxycyclohexanone). The solvent is C(C)O (ethanol). Conditions: temperature 60 celsius. Product: N1C(=O)NC(=O)C1.C(C1=CC=CC=C1)OC1CCC(CC1)=O (4-Benzyloxycyclohexanone hydantoin). As a reaction SMILES: [CH2:1]([O:8][CH:9]1[CH2:14][CH2:13][C:12](=[O:15])[CH2:11][CH2:10]1)[C:2]1[CH:7]=[CH:6][CH:5]=[CH:4][CH:3]=1.[C:16](=[O:19])([O-])[O-].[NH4+:20].[NH4+:21].[C-]#N.[K+]>C(O)C>[NH:20]1[CH2:13][C:12](=[O:15])[NH:21][C:16]1=[O:19].[CH2:1]([O:8][CH:9]1[CH2:14][CH2:13][C:12](=[O:15])[CH2:11][CH2:10]1)[C:2]1[CH:7]=[CH:6][CH:5]=[CH:4][CH:3]=1 |f:1.2.3,4.5,7.8|. Procedure details: 4-Benzyloxycyclohexanone 41 is dissolved in 30 mL of 50% ethanol containing ammonium carbonate and potassium cyanide is added (Step 38). The mixture will be warmed to 60° C. for 2 h and evaporated to dryness in vacuo. The residue is extracted with 40 mL of hot methanol, filtered, and the filter cake washed with 20 mL of hot methanol. The methanol solutions are combined, solvent evaporated, and the residue chromatographed on silica gel using CH2Cl2 /methanol 90:10 to yield 42. Reactants: CC(C)(C)n1ncc(Cl)c(NCCN2CCN(c3cccc(C(F)(F)F)c3)CC2)c1=O, Cl. The product is O=c1[nH]ncc(Cl)c1NCCN1CCN(c2cccc(C(F)(F)F)c2)CC1. As a reaction SMILES: [C:1]([CH3:2])([CH3:3])([CH3:4])[n:5]1[n:6][cH:7][c:8]([Cl:31])[c:9]([NH:12][CH2:13][CH2:14][N:15]2[CH2:16][CH2:17][N:18]([c:21]3[cH:22][c:23]([C:27]([F:28])([F:29])[F:30])[cH:24][cH:25][cH:26]3)[CH2:19][CH2:20]2)[c:10]1=[O:11].[ClH:32]>>[nH:5]1[n:6][cH:7][c:8]([Cl:31])[c:9]([NH:12][CH2:13][CH2:14][N:15]2[CH2:16][CH2:17][N:18]([c:21]3[cH:22][c:23]([C:27]([F:28])([F:29])[F:30])[cH:24][cH:25][cH:26]3)[CH2:19][CH2:20]2)[c:10]1=[O:11]. Reactants: [Na] (sodium), ClC1=CC=CC=C1 (chlorobenzene), C(C=C)Cl (allyl chloride), C1(=CC=CC=C1)[Na] (phenyl sodium). Run in C1(=CC=CC=C1)C (toluene), O (water), C1(=CC=CC=C1)C (toluene), C1(=CC=CC=C1)C (toluene). Reaction conditions: time 30 minute. The product is C1(=CC=CC=C1)CCC=C (4-phenyl-1-butene). Yield: 72.2%. As a reaction SMILES: [Na].Cl[C:3]1[CH:8]=[CH:7][CH:6]=[CH:5][CH:4]=1.[C:9]1([Na])[CH:14]=CC=[CH:11][CH:10]=1.C(Cl)C=C>C1(C)C=CC=CC=1.O>[C:3]1([CH2:11][CH2:10][CH:9]=[CH2:14])[CH:8]=[CH:7][CH:6]=[CH:5][CH:4]=1 |^1:0|. Reported procedure: In 220 g of toluene, 20.3 g (0.883 mol) of sodium dispersion was reacted with 46.5 g (0.413 mol) of chlorobenzene, to prepare phenyl sodium. The resultant toluene slurry was stirred for 2.5 hours under heat reflux. The thus-obtained black slurry was cooled, and then a toluene (40 g) solution containing 31.6 g (0.413 mol) of allyl chloride was added to the cooled slurry, keeping the reaction temperature in the range of from -10° C. to 0° C., and then the reaction mixture was allowed to stand, for... Reactants: COC(=O)C1=CC2=C(S1)C(=CC=C2OC)Br (7-bromo-4-methoxy-benzo[b]thiophene-2-carboxylic acid methyl ester), C(=O)([O-])[O-].[K+].[K+] (K2CO3), C1(=CC=CC=C1)B(O)O (Phenylboronic acid), C(=O)([O-])[O-].[Na+].[Na+] (Na2CO3). Reagents/catalysts: C1=CC=C(C=C1)P(C2=CC=CC=C2)C3=CC=CC=C3.C1=CC=C(C=C1)P(C2=CC=CC=C2)C3=CC=CC=C3.Cl[Pd]Cl (bis(triphenylphosphine)palladium (II) chloride). Run in O1CCOCC1 (dioxane). Reaction conditions: temperature 100 celsius, time 60 minute. Yields the product COC1=CC=C(C=2SC(=CC21)C(=O)O)C2=CC=CC=C2 (4-Methoxy-7-phenyl-benzo[b]thiophene-2-carboxylic acid). The yield is 67.0%. As a reaction SMILES: C[O:2][C:3]([C:5]1[S:9][C:8]2[C:10](Br)=[CH:11][CH:12]=[C:13]([O:14][CH3:15])[C:7]=2[CH:6]=1)=[O:4].C([O-])([O-])=O.[K+].[K+].[C:23]1(B(O)O)[CH:28]=[CH:27][CH:26]=[CH:25][CH:24]=1.C([O-])([O-])=O.[Na+].[Na+]>O1CCOCC1.C1C=CC(P(C2C=CC=CC=2)C2C=CC=CC=2)=CC=1.C1C=CC(P(C2C=CC=CC=2)C2C=CC=CC=2)=CC=1.Cl[Pd]Cl>[CH3:15][O:14][C:13]1[C:7]2[CH:6]=[C:5]([C:3]([OH:2])=[O:4])[S:9][C:8]=2[C:10]([C:23]2[CH:28]=[CH:27][CH:26]=[CH:25][CH:24]=2)=[CH:11][CH:12]=1 |f:1.2.3,5.6.7,9.10.11|. Procedure details: A suspension of 7-bromo-4-methoxy-benzo[b]thiophene-2-carboxylic acid methyl ester (5 g, 16.6 mmol) with bis(triphenylphosphine)palladium (II) chloride (350 mg, 0.496 mmol, 0.03 eq.) and K2CO3 (4.88 g, 49.8 mmol, 3 eq.) under argon in dioxane (40 ml) at 20° C. was stirred for 60 minutes. Phenylboronic acid (2.16 g, 17.4 mmol, 1.05 eq.) and 2N Na2CO3 (80 ml) was then added and the mixture heated to 100° C. overnight. After cooling, filtration and acidification to pH 1 with aq. HCl the product pre... Reactants: CC(C)(C)OC(=O)N1CCC(CNc2cc(Br)ncc2[N+](=O)[O-])CC1, CC(C)(C)[O-], Cc1ccccc1, N#Cc1cnc(N)cn1, [Na+], CC(=O)[O-], CC(=O)[O-], CN(C)C=O, [Pd+2]. The product is CC(C)(C)OC(=O)N1CCC(CNc2cc(Nc3cnc(C#N)cn3)ncc2[N+](=O)[O-])CC1. RXN SMILES: [Br:16][c:17]1[n:18][cH:19][c:20]([N+:38](=[O:39])[O-:40])[c:21]([NH:23][CH2:24][CH:25]2[CH2:26][CH2:27][N:28]([C:31](=[O:32])[O:33][C:34]([CH3:35])([CH3:36])[CH3:37])[CH2:29][CH2:30]2)[cH:22]1.[CH3:10][C:11]([CH3:12])([O-:13])[CH3:14].[CH3:46][c:47]1[cH:48][cH:49][cH:50][cH:51][cH:52]1.[NH2:1][c:2]1[n:3][cH:4][c:5]([C:8]#[N:9])[n:6][cH:7]1.[Na+:15].[O-:54][C:55]([CH3:56])=[O:57].[O-:58][C:59]([CH3:60])=[O:61].[O:41]=[CH:42][N:43]([CH3:44])[CH3:45].[Pd+2:53]>>[NH:1]([c:2]1[n:3][cH:4][c:5]([C:8]#[N:9])[n:6][cH:7]1)[c:17]1[n:18][cH:19][c:20]([N+:38](=[O:39])[O-:40])[c:21]([NH:23][CH2:24][CH:25]2[CH2:26][CH2:27][N:28]([C:31](=[O:32])[O:33][C:34]([CH3:35])([CH3:36])[CH3:37])[CH2:29][CH2:30]2)[cH:22]1.